This data is from the Open Reaction Database (ORD), a public repository of structured organic reaction records. The task is: describe an organic reaction: reactants, conditions, products, and yield Reactants: O=C([O-])[O-], CC(=O)Nc1ncc(Br)s1, CN(C)C=O, Cl, [K+], [K+], O, Sc1cccnc1. The product is CC(=O)Nc1ncc(Sc2cccnc2)s1. Reaction SMILES: [C:19](=[O:20])([O-:21])[O-:22].[C:1]([CH3:2])(=[O:3])[NH:4][c:5]1[s:6][c:7]([Br:10])[cH:8][n:9]1.[CH3:26][N:27]([CH3:28])[CH:29]=[O:30].[ClH:11].[K+:23].[K+:24].[OH2:25].[SH:12][c:13]1[cH:14][n:15][cH:16][cH:17][cH:18]1>>[C:1]([CH3:2])(=[O:3])[NH:4][c:5]1[s:6][c:7]([S:12][c:13]2[cH:14][n:15][cH:16][cH:17][cH:18]2)[cH:8][n:9]1. The reactants are 1g, S(=O)(=O)([O-])[O-].[K+].[K+] (potassium sulfate), S(=O)(=O)([O-])[O-].[K+].[K+] (potassium sulfate), C1(CCCCC1)=O (cyclohexanone). Reagents/catalysts: O.O.O.O.O.O.[Cl-].[Cl-].[Cl-].[Cl-].[Pt+4] (chloroplatinic acid hexahydrate), Cl[Pd] (chloropalladium). Product: C1(=CC=CC=C1)C1=C(C=CC=C1)O (o-phenylphenol). Reaction SMILES: S([O-])([O-])(=O)=O.[K+].[K+].[C:8]1(=[O:14])[CH2:13][CH2:12][CH2:11][CH2:10][CH2:9]1>O.O.O.O.O.O.[Cl-].[Cl-].[Cl-].[Cl-].[Pt+4].Cl[Pd]>[C:8]1([C:9]2[CH:10]=[CH:11][CH:12]=[CH:13][C:8]=2[OH:14])[CH:13]=[CH:12][CH:11]=[CH:10][CH:9]=1 |f:0.1.2,4.5.6.7.8.9.10.11.12.13.14|. Procedure details: The same procedure as in Example 1 is repeated except that in place of 1g of chloroplatinic acid hexahydrate, 2.5g of potassium sulfate and at a rate of 15.5 ml/hr. of cyclohexanone dimer, 1.25g of chloropalladium, 2.0g of potassium sulfate and at a rate of 8.0 ml/hr. are employed. The conversion is found to be always 100% over the reaction period of 2,000 hours. Table 2 gives the selectivity for o-phenylphenol measured. Procedure: To a solution of (2-bromo-4-fluoro-5-hydroxy-phenyl)-acetic acid (5.06 g) in EtOH (100 ml) was added sulfuric acid (0.2 ml) and the mixture was stirred at room temperature for 24 hours. The mixture was heated at 70° C. with stirring for an additional 24 h. The mixture was evaporated to dryness under reduced pressure. Purification of the residue by flash chromatography (hexanes:EtOAc/9:1) gave (2-bromo-4-fluoro-5-hydroxy-phenyl)-acetic acid ethyl ester (4.66 g) as a solid. Starting materials: BrC1=C(C=C(C(=C1)F)O)CC(=O)O ((2-bromo-4-fluoro-5-hydroxy-phenyl)-acetic acid), S(O)(O)(=O)=O (sulfuric acid), CCO (EtOH). Product: C(C)OC(CC1=C(C=C(C(=C1)O)F)Br)=O ((2-bromo-4-fluoro-5-hydroxy-phenyl)-acetic acid ethyl ester). As a reaction SMILES: [Br:1][C:2]1[CH:7]=[C:6]([F:8])[C:5]([OH:9])=[CH:4][C:3]=1[CH2:10][C:11]([OH:13])=[O:12].S(=O)(=O)(O)O.[CH3:19][CH2:20]O>>[CH2:19]([O:12][C:11](=[O:13])[CH2:10][C:3]1[CH:4]=[C:5]([OH:9])[C:6]([F:8])=[CH:7][C:2]=1[Br:1])[CH3:20]. Reaction conditions: time 24 hour. The reactants are ClCCN(C(=O)N[C@H]1[C@H](O)[C@@H](O)[C@H](O)CO1)N=O (1-(2-chloroethyl)-1-nitroso-3-(β-D-xylopyranosyl) urea), C(C)(=O)OC(C)=O (acetic anhydride). Run in N1=CC=CC=C1 (pyridine). Yields the product ClCCN(C(=O)N[C@H]1[C@H](OC(C)=O)[C@@H](OC(C)=O)[C@H](OC(C)=O)CO1)N=O (1-(2-chloroethyl)-1-nitroso-3-(2,3,4-tri-O-acetyl-β-D-xylopyranosyl)urea). Isolated yield 29.4%. Reaction SMILES: [Cl:1][CH2:2][CH2:3][N:4]([N:17]=[O:18])[C:5]([NH:7][C@@H:8]1[O:16][CH2:15][C@@H:13]([OH:14])[C@H:11]([OH:12])[C@H:9]1[OH:10])=[O:6].C(O[C:23](=[O:25])[CH3:24])(=O)C>N1C=CC=CC=1>[Cl:1][CH2:2][CH2:3][N:4]([N:17]=[O:18])[C:5]([NH:7][C@@H:8]1[O:16][CH2:15][C@@H:13]([O:14][C:23](=[O:25])[CH3:24])[C@H:11]([O:12][C:11](=[O:12])[CH3:13])[C@H:9]1[O:10][C:9](=[O:10])[CH3:8])=[O:6]. Procedure details: 1-(2-chloroethyl)-1-nitroso-3-(β-D-xylopyranosyl) urea (99mg) was acetylated with acetic anhydride and pyridine in the same manner as that used in Example 1(b). Crystallization from a mixture of chloroform and n-propanol yielded the titled compound (42 mg). Yield 29.4%. mp. 124.5°-125° C. (with decomposition). [α]D17 -19.0° (c 0.9, chloroform). The reactants are S(C)(=O)(=O)[O-] (mesylate), [Br-].[Li+] (lithium bromide), tetrahydropyranyloxy, CS(=O)(=O)Cl (methanesulfonyl chloride), N1[C@@H](CCC1=O)C(=O)O (Pyr), hydroxy. Run in CC(=O)C (acetone), C(C)O (ethanol), C(C)N(CC)CC (triethylamine). The product is BrCC#CCCCCCC (1-bromo-2-nonyne). RXN SMILES: N1[C:5](=O)[CH2:4][CH2:3][C@H:2]1[C:7](O)=O.CS(Cl)(=O)=O.S([O-])(=O)(=O)C.[Br-:20].[Li+]>C(O)C.CC(C)=O.C(N(CC)CC)C>[Br:20][CH2:7][C:2]#[C:3][CH2:4][CH2:5][CH2:7][CH2:2][CH2:3][CH3:4] |f:3.4|. Reported procedure: Pentadeca-2,5,8-triyn-1-ol tetrahydropyranyl ether can be prepared by coupling propargyl alcohol tetrahydropyranyl ether with n-hexyl bromide in the presence of lithium amide, to produce 2-nonyn-1-ol tetrahydropyranyl ether, then hydrolysing of the tetrahydropyranyloxy function with Pyr/PTS in ethanol solution followed by esterification of the hydroxy compound with methanesulfonyl chloride in the presence of triethylamine. The mesylate is then reacted with lithium bromide in acetone solution to ... Solvent: C(Cl)Cl (DCM). Product: FC=1C=CC(=C(NC2=CC=C(C=C2)F)C1)[N+](=O)[O-] (5-Fluoro-N-(4-Fluorophenyl)2-nitro aniline). As a reaction SMILES: F[C:2]1[CH:7]=[C:6]([F:8])[CH:5]=[CH:4][C:3]=1[N+:9]([O-:11])=[O:10].[F:12][C:13]1[CH:19]=[CH:18][C:16]([NH2:17])=[CH:15][CH:14]=1.C(=O)([O-])[O-].[Na+].[Na+]>C(Cl)Cl>[F:8][C:6]1[CH:5]=[CH:4][C:3]([N+:9]([O-:11])=[O:10])=[C:2]([CH:7]=1)[NH:17][C:16]1[CH:18]=[CH:19][C:13]([F:12])=[CH:14][CH:15]=1 |f:2.3.4|. Starting materials: FC1=C(C=CC(=C1)F)[N+](=O)[O-] (2,4-difluoronitrobenzene), FC1=CC=C(N)C=C1 (4-fluoro aniline), C([O-])([O-])=O.[Na+].[Na+] (sodium carbonate). Procedure details: A mixture of 2,4-difluoronitrobenzene (5.5 ml), 4-fluoro aniline (14.2 ml) and sodium carbonate (5.3 g) was heated at 180° for 3 h. The reaction mixture was cooled to room temperature, then diluted with DCM, washed with water (50 ml), brine (2×50 ml) dried and evaporated under vacuum to give the crude compound (22.6 g), which was purified by flash chromatography with CH-EA 4/1 to give the title compound as an orange solid (12.35 g). M.p. 115°-6° T.l.c. CH-EA (10:1), Rf 0.52. The reactants are CC=1C=C(C=CC1[N+](=O)[O-])N1C(=NC(=C1)C)C (1-(3-methyl-4-nitrophenyl)-2,4-dimethylimidazole), C.[H][H] (charcoal H2), crude solid. Solvent: C(C)O (ethanol). Product: NC1=C(C=C(C=C1)N1C(=NC(=C1)C)C)C (1-(4-amino-3-methylphenyl)-2,4-dimethylimidazole). RXN SMILES: [CH3:1][C:2]1[CH:3]=[C:4]([N:11]2[CH:15]=[C:14]([CH3:16])[N:13]=[C:12]2[CH3:17])[CH:5]=[CH:6][C:7]=1[N+:8]([O-])=O.C.[H][H]>C(O)C>[NH2:8][C:7]1[CH:6]=[CH:5][C:4]([N:11]2[CH:15]=[C:14]([CH3:16])[N:13]=[C:12]2[CH3:17])=[CH:3][C:2]=1[CH3:1] |f:1.2|. Procedure details: The following compound was prepared similarly to Preparation 56, using 1-(3-methyl-4-nitrophenyl)-2,4-dimethylimidazole and 5% palladised charcoal/H2 as the starting materials and ethanol as the solvent. The crude solid melted at 78°-82°. Recrystallisation from toluene gave 1-(4-amino-3-methylphenyl)-2,4-dimethylimidazole, m.p. 118°-120° C.